From a dataset of the Open Reaction Database (ORD), a public repository of structured organic reaction records. describe an organic reaction: reactants, conditions, products, and yield Reactants: CCO, CC(N=[N+]=[N-])c1cnc(F)cc1-c1cccc2cc(-c3nc(NCCn4ccnn4)ncc3F)sc12, [Te]. The product is CC(N)c1cnc(F)cc1-c1cccc2cc(-c3nc(NCCn4ccnn4)ncc3F)sc12. RXN SMILES: [CH3:38][CH2:39][OH:40].[N:2](=[N+:3]=[N-:4])[CH:5]([CH3:6])[c:7]1[c:8](-[c:14]2[cH:15][cH:16][cH:17][c:18]3[c:19]2[s:20][c:21](-[c:23]2[n:24][c:25]([NH:30][CH2:31][CH2:32][n:33]4[n:34][n:35][cH:36][cH:37]4)[n:26][cH:27][c:28]2[F:29])[cH:22]3)[cH:9][c:10]([F:13])[n:11][cH:12]1.[Te:1]>>[NH2:2][CH:5]([CH3:6])[c:7]1[c:8](-[c:14]2[cH:15][cH:16][cH:17][c:18]3[c:19]2[s:20][c:21](-[c:23]2[n:24][c:25]([NH:30][CH2:31][CH2:32][n:33]4[n:34][n:35][cH:36][cH:37]4)[n:26][cH:27][c:28]2[F:29])[cH:22]3)[cH:9][c:10]([F:13])[n:11][cH:12]1. Yields the product C(CCCCCC)NCCCCN1C(CCCCC1)=O (1-[4-(n-heptylamino) butyl] azacycloheptane-2-one). The yield is 70.8%. Starting materials: C(CCCCCC)N (n-heptylamine), BrCCCCBr (1,4-dibromobutane), 1,8-diazabicyclo [5,4,0] undecene-7, N1C(CCCCC1)=O (azacycloheptane-2-one), [H-].[Na+] (sodium hydride). Run in C1=CC=CC=C1 (benzene), C1=CC=CC=C1 (benzene), C1(=CC=CC=C1)C (toluene), C1(=CC=CC=C1)C (toluene). Reported procedure: A mixture of 0.88 g of 60% sodium hydride and 200 ml of dry toluene was incorporated dropwise with a solution of 2.26 g of azacycloheptane-2-one in toluene, heated under reflux for one hour, thereafter incorporated with 17.3 g of 1,4-dibromobutane, further refluxed for 18 hours and then filtered to remove insoluble materials to obtain a filtrate. The thus obtained filtrate was washed with water, dried, freed from the solvent by distillation off at reduced pressure and then finally distilled to o... As a reaction SMILES: [H-].[Na+].[NH:3]1[CH2:9][CH2:8][CH2:7][CH2:6][CH2:5][C:4]1=[O:10].Br[CH2:12][CH2:13][CH2:14][CH2:15]Br.[CH2:17]([NH2:24])[CH2:18][CH2:19][CH2:20][CH2:21][CH2:22][CH3:23]>C1(C)C=CC=CC=1.C1C=CC=CC=1>[CH2:17]([NH:24][CH2:12][CH2:13][CH2:14][CH2:15][N:3]1[CH2:9][CH2:8][CH2:7][CH2:6][CH2:5][C:4]1=[O:10])[CH2:18][CH2:19][CH2:20][CH2:21][CH2:22][CH3:23] |f:0.1|. Product: BrC1=CC=C(C=C1)C1(C(C2=C(C(=C(C=C2C1)OC)Cl)Cl)=O)C (2-(4-Bromophenyl)-2-methyl-5-methoxy-6,7-dichloro-1-indanone). Run at time 2 hour. Solvent: CN(C=O)C (dimethylformamide), O (water). As a reaction SMILES: C[O-].[Na+].[Br:4][C:5]1[CH:10]=[CH:9][C:8]([CH:11]2[CH2:19][C:18]3[C:13](=[C:14]([Cl:23])[C:15]([Cl:22])=[C:16]([O:20][CH3:21])[CH:17]=3)[C:12]2=[O:24])=[CH:7][CH:6]=1.IC.[CH:27]1C=CC=CC=1>O.CN(C)C=O>[Br:4][C:5]1[CH:10]=[CH:9][C:8]([C:11]2([CH3:27])[CH2:19][C:18]3[C:13](=[C:14]([Cl:23])[C:15]([Cl:22])=[C:16]([O:20][CH3:21])[CH:17]=3)[C:12]2=[O:24])=[CH:7][CH:6]=1 |f:0.1|. Procedure: Sodium methoxide (28.4 g., 0.522 mole) is added to a stirred mixture of 2-(4-bromophenyl)-5-methoxy-6,7-dichloro-1-indanone (134.6 g., 0.348 mole), iodomethane (217 ml., 3.48 mole), dry benzene (1700 ml.) and dry dimethylformamide (1700 ml.) under nitrogen in an ice-water bath. The reaction mixture is left to come to ambient temperature over 2 hours, then poured into water (8 l.) to precipitate 92.2 g. of 2-(4-bromophenyl)-2-methyl-5-methoxy-6,7-dichloro-1-indanone, m.p. 200°-203° C., which is n... The reactants are C[O-].[Na+] (Sodium methoxide), BrC1=CC=C(C=C1)C1C(C2=C(C(=C(C=C2C1)OC)Cl)Cl)=O (2-(4-bromophenyl)-5-methoxy-6,7-dichloro-1-indanone), IC (iodomethane), C1=CC=CC=C1 (benzene). Starting materials: CC(=O)Nc1cc(Oc2ccc(C(F)(F)F)cc2Cl)ccc1[N+](=O)[O-], O=S(=O)(O)O. Product: Nc1cc(Oc2ccc(C(F)(F)F)cc2Cl)ccc1[N+](=O)[O-]. Reaction SMILES: [N+:1](=[O:2])([O-:3])[c:4]1[c:5]([NH:22][C:23](=[O:24])[CH3:25])[cH:6][c:7]([O:10][c:11]2[c:12]([Cl:21])[cH:13][c:14]([C:17]([F:18])([F:19])[F:20])[cH:15][cH:16]2)[cH:8][cH:9]1.[S:26](=[O:27])(=[O:28])([OH:29])[OH:30]>>[N+:1](=[O:2])([O-:3])[c:4]1[c:5]([NH2:22])[cH:6][c:7]([O:10][c:11]2[c:12]([Cl:21])[cH:13][c:14]([C:17]([F:18])([F:19])[F:20])[cH:15][cH:16]2)[cH:8][cH:9]1. Starting materials: N#Cc1nn(-c2c(Cl)cc(C(F)(F)F)cc2Cl)c(Br)c1S(=O)(=O)C(F)(F)F, O=C([O-])[O-], C1COCCO1, COCCN, CN(C)C=O, ClCCl, [K+], [K+], O. As a reaction SMILES: [Br:1][c:2]1[c:3]([S:21](=[O:22])(=[O:23])[C:24]([F:25])([F:26])[F:27])[c:4]([C:19]#[N:20])[n:5][n:6]1-[c:7]1[c:8]([Cl:18])[cH:9][c:10]([C:14]([F:15])([F:16])[F:17])[cH:11][c:12]1[Cl:13].[C:33](=[O:34])([O-:35])[O-:36].[CH2:40]1[O:41][CH2:42][CH2:43][O:44][CH2:45]1.[CH3:28][O:29][CH2:30][CH2:31][NH2:32].[CH3:46][N:47]([CH3:48])[CH:49]=[O:50].[Cl:51][CH2:52][Cl:53].[K+:37].[K+:38].[OH2:39]>>[c:2]1([NH:32][CH2:31][CH2:30][O:29][CH3:28])[c:3]([S:21](=[O:22])(=[O:23])[C:24]([F:25])([F:26])[F:27])[c:4]([C:19]#[N:20])[n:5][n:6]1-[c:7]1[c:8]([Cl:18])[cH:9][c:10]([C:14]([F:15])([F:16])[F:17])[cH:11][c:12]1[Cl:13]. Product: COCCNc1c(S(=O)(=O)C(F)(F)F)c(C#N)nn1-c1c(Cl)cc(C(F)(F)F)cc1Cl. Starting materials: COC(=O)C1=C(C=C(C=C1)N=C=O)S(=O)(=O)N=C=O (2-methoxycarbonyl-5-isocyanatobenzenesulfonylisocyanate), NC1=NC(=NC(=N1)OC)C (2-amino-4-methoxy-6-methyl-1,3,5-triazine). The solvent is C(C)#N (acetonitrile). Reaction conditions: time 16 hour. The product is COC(=O)C1=C(C=C(C=C1)N=C=O)S(=O)(=O)NC(=O)NC1=NC(=NC(=N1)OC)C (2-Methoxycarbonyl-5-isocyanato-N-[(4-methoxy-6-methyl-1,3,5-triazin-2-yl)aminocarbonyl]benzenesulfonamide). RXN SMILES: [CH3:1][O:2][C:3]([C:5]1[CH:10]=[CH:9][C:8]([N:11]=[C:12]=[O:13])=[CH:7][C:6]=1[S:14]([N:17]=[C:18]=[O:19])(=[O:16])=[O:15])=[O:4].[NH2:20][C:21]1[N:26]=[C:25]([O:27][CH3:28])[N:24]=[C:23]([CH3:29])[N:22]=1>C(#N)C>[CH3:1][O:2][C:3]([C:5]1[CH:10]=[CH:9][C:8]([N:11]=[C:12]=[O:13])=[CH:7][C:6]=1[S:14]([NH:17][C:18]([NH:20][C:21]1[N:26]=[C:25]([O:27][CH3:28])[N:24]=[C:23]([CH3:29])[N:22]=1)=[O:19])(=[O:15])=[O:16])=[O:4]. Reported procedure: To 27 g of 2-methoxycarbonyl-5-isocyanatobenzenesulfonylisocyanate in 250 ml of anhydrous acetonitrile is added in small portions at ambient temperatures, 14 g of 2-amino-4-methoxy-6-methyl-1,3,5-triazine, the mixture is then stirred at ambient temperature for 16 hours. The resultant product, a white precipitate is removed by filtration and dried in vacuo. Reactants: C[Si](C)(C)C=[N+]=[N-] (trimethylsilyldiazomethane), Br (HBr), N1=C(C=CC2=CC=CC=C12)[C@H]1[C@@H](C1)C(=O)OC (trans-Methyl 2-(quinolin-2-yl)cyclopropanecarboxylate), [OH-].[Na+] (NaOH), C(C(=O)Cl)(=O)Cl (oxalyl chloride). Solvent: C(Cl)Cl (DCM), C1CCOC1.CO (THF MeOH). Run at temperature 0 celsius, time 8 hour. Product: BrCC(=O)[C@H]1[C@H](C1)C1=NC2=CC=CC=C2C=C1 (2-Bromo-1-((1R,2S)-2-(quinolin-2-yl)cyclopropyl)ethanone). As a reaction SMILES: [N:1]1[C:10]2[C:5](=[CH:6][CH:7]=[CH:8][CH:9]=2)[CH:4]=[CH:3][C:2]=1[C@@H:11]1[CH2:13][C@H:12]1[C:14](OC)=O.[OH-:18].[Na+].[C:20](Cl)(=O)C(Cl)=O.C[Si](C=[N+]=[N-])(C)C.[BrH:33]>C1COCC1.CO.C(Cl)Cl>[Br:33][CH2:20][C:14]([C@@H:12]1[CH2:13][C@@H:11]1[C:2]1[CH:3]=[CH:4][C:5]2[C:10](=[CH:9][CH:8]=[CH:7][CH:6]=2)[N:1]=1)=[O:18] |f:1.2,6.7|. Reported procedure: To a solution of compound 79b (65 mg, 0.286 mmol) in 50% THF-MeOH (2.4 mL) was added 3N NaOH (95.3 μL, 0.286 mmol). The reaction was stirred overnight and concentrated in vacuo. The residue obtained was azeotroped with toluene (2×5 mL), dried under reduced pressure and slurried in DCM (4 mL). DMF (2.5 μL) was then added, followed by oxalyl chloride (87 μL, 1.00 mmol). The reaction mixture was stirred for 1.5 h and concentrated in vacuo. The resultant solid was dried in vacuo for 30 min and slurr...